describe an organic reaction: reactants, conditions, products, and yield From a dataset of the Open Reaction Database (ORD), a public repository of structured organic reaction records. Reactants: C(C)(=O)OC1=C(C=C(C=C1)C#N)C (4-cyano-2-methylphenyl acetate), C([O-])([O-])=O.[K+].[K+] (potassium carbonate). Solvent: CO (methanol), O (water). Reaction conditions: time 30 minute. Product: OC1=C(C=C(C#N)C=C1)C (4-hydroxy-3-methylbenzonitrile). The yield is 78.4%. RXN SMILES: C([O:4][C:5]1[CH:10]=[CH:9][C:8]([C:11]#[N:12])=[CH:7][C:6]=1[CH3:13])(=O)C.C(=O)([O-])[O-].[K+].[K+]>CO.O>[OH:4][C:5]1[CH:10]=[CH:9][C:8]([C:11]#[N:12])=[CH:7][C:6]=1[CH3:13] |f:1.2.3|. Procedure details: A stirred solution of 4-cyano-2-methylphenyl acetate (5.2 g, 29.7 mmol) in 75 mL of methanol was treated with a solution of potassium carbonate (30 mmol, 4.15 g) in 25 mL of water at room temperature. After 30 minutes, the mixture was concentrated in vacuo and treated with 1 N sulfuric acid. The resulting precipitate was filtered, washed with water, and dried to give 3.1 g of 4-hydroxy-3-methylbenzonitrile as a white solid (78% yield). The reactants are CN1C(NCC1C(=O)OC(C)(C)C)=O (1,1-dimethylethyl 3-methyl-2-oxo-4-imidazolidinecarboxylate), BrC=1N(C=CN1)C (2-bromo-1-methyl-1H-imidazole), P(=O)([O-])([O-])[O-].[K+].[K+].[K+] (potassium phosphate), CN([C@H]1[C@@H](CCCC1)N)C (trans-N,N-dimethylcyclohexane-1,2-diamine). The reagents and catalysts are [Cu]I (copper(I) iodide). The solvent is O1CCOCC1 (1,4-dioxane), ClCCl (dichloromethane). Yields the product CN1C(N(CC1C(=O)OC(C)(C)C)C=1N(C=CN1)C)=O (1,1-dimethylethyl 3-methyl-1-(1-methyl-1H-imidazol-2-yl)-2-oxo-4-imidazolidinecarboxylate). Yield: 51.7%. Reaction SMILES: [CH3:1][N:2]1[CH:6]([C:7]([O:9][C:10]([CH3:13])([CH3:12])[CH3:11])=[O:8])[CH2:5][NH:4][C:3]1=[O:14].Br[C:16]1[N:17]([CH3:21])[CH:18]=[CH:19][N:20]=1.P([O-])([O-])([O-])=O.[K+].[K+].[K+].CN(C)[C@@H]1CCCC[C@H]1N>O1CCOCC1.ClCCl.[Cu]I>[CH3:1][N:2]1[CH:6]([C:7]([O:9][C:10]([CH3:11])([CH3:13])[CH3:12])=[O:8])[CH2:5][N:4]([C:16]2[N:17]([CH3:21])[CH:18]=[CH:19][N:20]=2)[C:3]1=[O:14] |f:2.3.4.5|. Procedure details: To a stirred solution of 1,1-dimethylethyl 3-methyl-2-oxo-4-imidazolidinecarboxylate (0.200 g, 1.00 mmol) (prepared as described in step (iii) of Example 13, starting from (4S)-2-oxo-3-{[(phenylmethyl)oxy]carbonyl}-4-imidazolidinecarboxylic acid) and 2-bromo-1-methyl-1H-imidazole (0.146 ml, 1.500 mmol) in 1,4-dioxane (8 ml) was added potassium phosphate (1.062 g, 5.00 mmol), copper(I) iodide (0.190 g, 1.000 mmol) and trans-N,N-dimethylcyclohexane-1,2-diamine (0.155 ml, 1.000 mmol) and the mixtur... The reactants are CS(=O)(=O)Cl (methanesulfonyl chloride), ClC1=C(COC2=CC3=C(C(=CS3)CC(=O)N)C=C2)C=CC(=C1)Cl (2-(6-((2,4-dichlorobenzyl)oxy)-1-benzothiophen-3-yl)acetamide), C1CCOC1 (THF), C[Si](C)(C)[N-][Si](C)(C)C.[Na+] (sodium bis(trimethylsilyl)amide). Run in O (water). Reaction conditions: temperature -40 celsius, time 30 minute. The product is ClC1=C(COC2=CC3=C(C(=CS3)CC(=O)NS(=O)(=O)C)C=C2)C=CC(=C1)Cl (2-(6-((2,4-Dichlorobenzyl)oxy)-1-benzothiophen-3-yl)-N-(methylsulfonyl)acetamide). Isolated yield 12.4%. Reaction SMILES: [Cl:1][C:2]1[CH:22]=[C:21]([Cl:23])[CH:20]=[CH:19][C:3]=1[CH2:4][O:5][C:6]1[CH:18]=[CH:17][C:9]2[C:10]([CH2:13][C:14]([NH2:16])=[O:15])=[CH:11][S:12][C:8]=2[CH:7]=1.C1COCC1.C[Si]([N-][Si](C)(C)C)(C)C.[Na+].[CH3:39][S:40](Cl)(=[O:42])=[O:41]>O>[Cl:1][C:2]1[CH:22]=[C:21]([Cl:23])[CH:20]=[CH:19][C:3]=1[CH2:4][O:5][C:6]1[CH:18]=[CH:17][C:9]2[C:10]([CH2:13][C:14]([NH:16][S:40]([CH3:39])(=[O:42])=[O:41])=[O:15])=[CH:11][S:12][C:8]=2[CH:7]=1 |f:2.3|. Procedure: To a mixture of 2-(6-((2,4-dichlorobenzyl)oxy)-1-benzothiophen-3-yl)acetamide (73.3 mg) and THF (dry) (10 mL) was added sodium bis(trimethylsilyl)amide (0.158 ml, 1.9 M in toluene) at −78° C. The mixture was stirred at −40° C. under argon atmosphere for 30 min. And then methanesulfonyl chloride (34.4 mg) was added thereto. The resulting mixture was stirred at room temperature under argon atmosphere overnight. The mixture was poured into water and extracted with EtOAc. The organic layer was separ...